The task is: describe an organic reaction: reactants, conditions, products, and yield. This data is from the Open Reaction Database (ORD), a public repository of structured organic reaction records. Reactants: NCCC1CC1, Cc1nc(-n2ccc(O)cc2=O)sc1C(=O)O. Yields the product Cc1nc(-n2ccc(O)cc2=O)sc1C(=O)NCCC1CC1. As a reaction SMILES: [CH:18]1([CH2:21][CH2:22][NH2:23])[CH2:19][CH2:20]1.[OH:1][c:2]1[cH:3][c:4](=[O:17])[n:5](-[c:8]2[s:9][c:10]([C:14](=[O:15])[OH:16])[c:11]([CH3:13])[n:12]2)[cH:6][cH:7]1>>[OH:1][c:2]1[cH:3][c:4](=[O:17])[n:5](-[c:8]2[s:9][c:10]([C:14](=[O:16])[NH:23][CH2:22][CH2:21][CH:18]3[CH2:19][CH2:20]3)[c:11]([CH3:13])[n:12]2)[cH:6][cH:7]1.